From a dataset of the Open Reaction Database (ORD), a public repository of structured organic reaction records. describe an organic reaction: reactants, conditions, products, and yield The reactants are ClC1=CC=C(C(=O)NC(NC2=CC(=NN2)C(F)(F)F)=S)C=C1 (4-Chloro-N-((3-(trifluoromethyl)-1H-pyrazol-5-yl)carbamothioyl)benzamide), Cl.C(C)N=C=NCCCN(C)C (N1-((ethylimino)methylene)-N3,N3-dimethylpropane-1,3-diamine hydrochloride), FC=1C=C(CN)C=C(C1F)F (3,4,5-trifluorobenzylamine). The solvent is CO (methanol). Run at temperature 50 celsius, time 30 minute. Product: ClC1=CC=C(C(=O)\N=C(/NC2=CC(=NN2)C(F)(F)F)\NCC2=CC(=C(C(=C2)F)F)F)C=C1 ((Z)-4-Chloro-N-(((3,4,5-trifluorobenzyl)amino)((3-(trifluoromethyl)-1H-pyrazol-5-yl)amino)methylene)benzamide), solid. Yield: 32.0%. As a reaction SMILES: [Cl:1][C:2]1[CH:22]=[CH:21][C:5]([C:6]([NH:8][C:9](=S)[NH:10][C:11]2[NH:15][N:14]=[C:13]([C:16]([F:19])([F:18])[F:17])[CH:12]=2)=[O:7])=[CH:4][CH:3]=1.[F:23][C:24]1[CH:25]=[C:26]([CH:29]=[C:30]([F:33])[C:31]=1[F:32])[CH2:27][NH2:28].Cl.C(N=C=NCCCN(C)C)C>CO>[Cl:1][C:2]1[CH:22]=[CH:21][C:5]([C:6](/[N:8]=[C:9](/[NH:28][CH2:27][C:26]2[CH:29]=[C:30]([F:33])[C:31]([F:32])=[C:24]([F:23])[CH:25]=2)\[NH:10][C:11]2[NH:15][N:14]=[C:13]([C:16]([F:19])([F:18])[F:17])[CH:12]=2)=[O:7])=[CH:4][CH:3]=1 |f:2.3|. Procedure details: 4-Chloro-N-((3-(trifluoromethyl)-1H-pyrazol-5-yl)carbamothioyl)benzamide (500 mg, 1.43 mmol) was dissolved in methanol (5 mL) and 3,4,5-trifluorobenzylamine (462 mg, 2.87 mmol) was added followed by N1-((ethylimino)methylene)-N3,N3-dimethylpropane-1,3-diamine hydrochloride (550 mg, 2.87 mmol). The reaction was stirred at 50° C. for 30 minutes. The crude mixture was then partitioned between water and ethyl acetate. The organic layer was washed with brine, and dried over sodium sulfate, then purif... Starting materials: ClC1=CC=C(C=C1)[C@@H](C)N ((R)-1-(4-chlorophenyl)-ethylamine), C(C)(=O)C1=CC=CC=C1 (acetophenone), O (water). Reagents/catalysts: [Cl-].[Zn+2].[Cl-] (zinc chloride). Run in C1(=CC=CC=C1)C (toluene). Product: ClC1=CC=C(C=C1)[C@@H](C)N=C(C)C1=CC=CC=C1 ((R)-[1-(4-chlorophenyl)-ethyl]-[1-phenyl-ethylidene]-amine). The yield is 47.2%. RXN SMILES: [Cl:1][C:2]1[CH:7]=[CH:6][C:5]([C@H:8]([NH2:10])[CH3:9])=[CH:4][CH:3]=1.[C:11]([C:14]1[CH:19]=[CH:18][CH:17]=[CH:16][CH:15]=1)(=O)[CH3:12].O>C1(C)C=CC=CC=1.[Cl-].[Zn+2].[Cl-]>[Cl:1][C:2]1[CH:7]=[CH:6][C:5]([C@H:8]([N:10]=[C:11]([C:14]2[CH:19]=[CH:18][CH:17]=[CH:16][CH:15]=2)[CH3:12])[CH3:9])=[CH:4][CH:3]=1 |f:4.5.6|. Procedure: 0.3 g of zinc chloride is added to a solution of 20 g (0.128 mol) of (R)-1-(4-chlorophenyl)-ethylamine (97% ee) and 15.6 g (0.13 mol) of acetophenone in 70 ml of toluene at room temperature with stirring, and the mixture is then refluxed for 74 hours at the water separator. The reaction mixture is then filtered. The filtrate is evaporated under reduced pressure to give 15.56 g (47% of theory) of (R)-[1-(4-chlorophenyl)-ethyl]-[1-phenyl-ethylidene]-amine. The reactants are O=C([O-])O, CC(C)=O, Cn1nnnc1SCC1=C(C(=O)O)N2C(=O)C(N)C2SC1, [Na+], O, CS(=O)(=O)c1nccn1CC(=O)Cl. Product: Cn1nnnc1SCC1=C(C(=O)O)N2C(=O)C(NC(=O)Cn3ccnc3S(C)(=O)=O)C2SC1. Reaction SMILES: [C:35](=[O:36])([OH:37])[O-:38].[CH3:41][C:42](=[O:43])[CH3:44].[NH2:1][CH:2]1[CH:3]2[S:4][CH2:5][C:6]([CH2:14][S:15][c:16]3[n:17][n:18][n:19][n:20]3[CH3:21])=[C:7]([C:11](=[O:12])[OH:13])[N:8]2[C:9]1=[O:10].[Na+:39].[OH2:40].[S:22](=[O:23])(=[O:24])([CH3:25])[c:26]1[n:27]([CH2:31][C:32](=[O:33])[Cl:34])[cH:28][cH:29][n:30]1>>[NH:1]([CH:2]1[CH:3]2[S:4][CH2:5][C:6]([CH2:14][S:15][c:16]3[n:17][n:18][n:19][n:20]3[CH3:21])=[C:7]([C:11](=[O:12])[OH:13])[N:8]2[C:9]1=[O:10])[C:32]([CH2:31][n:27]1[c:26]([S:22](=[O:23])(=[O:24])[CH3:25])[n:30][cH:29][cH:28]1)=[O:33]. Reactants: C1(CCCC1)C(CCC(=O)O)C (4-cyclopentylpentanoic acid), [H-].[Al+3].[Li+].[H-].[H-].[H-] (lithium aluminum hydride), solvent. Solvent: C(C)OCC (diethyl ether), C1CCOC1 (THF). The product is C1(CCCC1)C(CCCO)C (4-cyclopentylpentan-1-ol). Yield: 59.2%. As a reaction SMILES: [CH:1]1([CH:6]([CH3:12])[CH2:7][CH2:8][C:9](O)=[O:10])[CH2:5][CH2:4][CH2:3][CH2:2]1.[H-].[Al+3].[Li+].[H-].[H-].[H-]>C(OCC)C.C1COCC1>[CH:1]1([CH:6]([CH3:12])[CH2:7][CH2:8][CH2:9][OH:10])[CH2:5][CH2:4][CH2:3][CH2:2]1 |f:1.2.3.4.5.6|. Procedure details: A solution of 4-cyclopentylpentanoic acid (16 g; 94 mmol) in diethyl ether (30 ml) and THF (30 ml) was added within 20 minutes to lithium aluminum hydride (3.6 g; 94 mmol) and suspended in the same solvent (100 ml). After 2 hours at reflux, the reaction mixture was cooled with an ice-bath and quenched successively with water (4 ml), 15% sodium hydroxide (12 ml) and again water (4 ml). The white solid was filtered off, and the mixture diluted with MTBE (300 ml), washed with 1 N HCl (300 ml), sodi... Starting materials: C1(=CC=CC=C1)S(=O)(=O)N1C=CC2=CC=CN=C12 (1-phenylsulfonyl-7-azaindole), [Li]CCCC (n-BuLi), Cl (HCl), CN1N=C(N=N1)C1=CC(=C(OCCCC=O)C(=C1)C)C (4-[4-(2-methyl-tetrazol-5-yl)-2,6-dimethylphenoxy]butyraldehyde). Run in C1CCOC1 (THF), O (Water), C1CCOC1 (THF). Reaction conditions: temperature -50 celsius, time 1 hour. The product is CN1N=C(N=N1)C1=CC(=C(OCCCC(O)C=2NC3=NC=CC=C3C2)C(=C1)C)C (2-[4-[4-(2-methyl-tetrazol-5-yl)-2,6-dimethylphenoxy]-1-hydroxy-butyl]-7-azaindole). Isolated yield 25.5%. RXN SMILES: C1(S([N:10]2[C:18]3[C:13](=[CH:14][CH:15]=[CH:16][N:17]=3)[CH:12]=[CH:11]2)(=O)=O)C=CC=CC=1.[Li]CCCC.[CH3:24][N:25]1[N:29]=[N:28][C:27]([C:30]2[CH:41]=[C:40]([CH3:42])[C:33]([O:34][CH2:35][CH2:36][CH2:37][CH:38]=[O:39])=[C:32]([CH3:43])[CH:31]=2)=[N:26]1.Cl>C1COCC1.O>[CH3:24][N:25]1[N:29]=[N:28][C:27]([C:30]2[CH:41]=[C:40]([CH3:42])[C:33]([O:34][CH2:35][CH2:36][CH2:37][CH:38]([C:11]3[NH:10][C:18]4[C:13]([CH:12]=3)=[CH:14][CH:15]=[CH:16][N:17]=4)[OH:39])=[C:32]([CH3:43])[CH:31]=2)=[N:26]1. Procedure: To a cold solution of 1-phenylsulfonyl-7-azaindole (1.29 g, 5 mmol) in 250 ml of THF was added at -30° C. n-BuLi (2.5M in hexane, 4 ml, 10 mmol). The mixture was stirred at -30°-40° C. for 1 h and then cooled to -50° C. To the above mixture was added dropwise at -50° C. a solution of 4-[4-(2-methyl-tetrazol-5-yl)-2,6-dimethylphenoxy]butyraldehyde (1.37 g, 5 mmol) in 25 ml of THF, and the mixture was stirred at -40°-50° C. for 1 h and then allowed to warm to -5° C. for 2 h. Water was added to the... The reactants are CCO, Cc1ccc(I)c(CC(=O)O)c1, ClCCl, [Na+], CN(C)C=O, [OH-], O, O=S(Cl)Cl. Yields the product Cc1ccc(I)c(CC(=O)Cl)c1. RXN SMILES: [CH3:24][CH2:25][OH:26].[CH3:3][c:4]1[cH:5][cH:6][c:7]([I:14])[c:8]([CH2:10][C:11](=[O:12])[OH:13])[cH:9]1.[Cl:28][CH2:29][Cl:30].[Na+:2].[O:15]=[CH:16][N:17]([CH3:18])[CH3:19].[OH-:1].[OH2:27].[S:20]([Cl:21])([Cl:22])=[O:23]>>[CH3:3][c:4]1[cH:5][cH:6][c:7]([I:14])[c:8]([CH2:10][C:11](=[O:12])[Cl:22])[cH:9]1. Reactants: O=S1(CCN(CC2=C1C=CC=C2)C2=NC1=CC=C(C=C1C(=C2)N)C)=O (2-(1,1-dioxido-2,3-dihydro-1,4-benzothiazepin-4(5H)-yl)-6-methylquinolin-4-amine), BrC(C(=O)Cl)C (2-bromopropionyl chloride), [N-]=[N+]=[N-].[Na+] (sodium azide). Product: O=S1(CCN(CC2=C1C=CC=C2)C2=NC1=CC=C(C=C1C(=C2)NC([C@@H](N)C)=O)C)=O (N-[2-(1,1-Dioxido-2,3-dihydro-1,4-benzothiazepin-4(5H)-yl)-6-methylquinolin-4-yl]alaninamide). As a reaction SMILES: [O:1]=[S:2]1(=[O:25])[C:8]2[CH:9]=[CH:10][CH:11]=[CH:12][C:7]=2[CH2:6][N:5]([C:13]2[CH:22]=[C:21]([NH2:23])[C:20]3[C:15](=[CH:16][CH:17]=[C:18]([CH3:24])[CH:19]=3)[N:14]=2)[CH2:4][CH2:3]1.Br[CH:27]([CH3:31])[C:28](Cl)=[O:29].[N-:32]=[N+]=[N-].[Na+]>>[O:25]=[S:2]1(=[O:1])[C:8]2[CH:9]=[CH:10][CH:11]=[CH:12][C:7]=2[CH2:6][N:5]([C:13]2[CH:22]=[C:21]([NH:23][C:28](=[O:29])[C@H:27]([CH3:31])[NH2:32])[C:20]3[C:15](=[CH:16][CH:17]=[C:18]([CH3:24])[CH:19]=3)[N:14]=2)[CH2:4][CH2:3]1 |f:2.3|. Reported procedure: The title compound was prepared in analogy to Example 40-2 in Scheme 18 by using 2-(1,1-dioxido-2,3-dihydro-1,4-benzothiazepin-4(5H)-yl)-6-methylquinolin-4-amine, 2-bromopropionyl chloride and sodium azide. MS obsd. (ESI+) [(M+H)+] 425, 1H NMR (400 MHz, CD3OD) δ ppm 8.07-7.85 (m, 3 H), 7.64-7.51 (m, 2 H), 7.46-7.35 (m, 2 H), 5.22-5.08 (m, 2 H), 4.51-4.42 (m, 1 H), 3.65-3.53 (m, 2 H), 3.37 (s, 3 H), 2.51-2.40 (m, 3 H), 1.73 (d, J=7.07 Hz, 1 H), 1.30 (d, J=2.78 Hz, 2 H). The reactants are CC(C(N)=S)C (2-methylpropane-thioamide), BrCC(C(=O)OCC)=O (ethyl bromopyruvate), [O-]S(=O)(=O)[O-].[Mg+2] (MgSO4). Solvent: CC(=O)C (acetone). Product: C(C)(C)C=1SC=C(N1)C(=O)OCC (Ethyl 2-Isopropylthiazole-4-carboxylate). The yield is 86.4%. Reaction SMILES: [CH3:1][CH:2]([CH3:6])[C:3](=[S:5])[NH2:4].Br[CH2:8][C:9](=O)[C:10]([O:12][CH2:13][CH3:14])=[O:11].[O-]S([O-])(=O)=O.[Mg+2]>CC(C)=O>[CH:2]([C:3]1[S:5][CH:8]=[C:9]([C:10]([O:12][CH2:13][CH3:14])=[O:11])[N:4]=1)([CH3:6])[CH3:1] |f:2.3|. Reported procedure: A solution of 2.35 g (23 mmol) of 2-methylpropane-thioamide and 2.89 ml (23 mmol) of ethyl bromopyruvate in 75 ml of acetone was treated with excess MgSO4 and heated at reflux for 2.5 h. The resulting mixture was allowed to cool, filtered, and concentrated in vacuo to an oil, which was taken up in chloroform, washed sequentially with aqueous NaHCO3 and brine, dried over Na2SO4, and concentrated. The residue was purified by chromatography on silica gel using chloroform as an eluent to provide 3.9... The reactants are Cl (HCl), O=P(Cl)(Cl)Cl (POCl3), C[Si](C)(C)C#N (trimethylsilylcyanide), S1CCC(C2=CC=CC=C12)=O (1-thiochroman-4-one). The reagents and catalysts are [I-].[Zn+2].[I-] (zinc iodide). Solvent: ClCCl (dichloromethane), N1=CC=CC=C1 (pyridine), C1=CC=CC=C1 (benzene). The product is C(#N)C1=CCSC2=C1C=CC=C2 (4-Cyano-2H-1-benzothiopyrane). Reaction SMILES: [S:1]1[C:10]2[C:5](=[CH:6][CH:7]=[CH:8][CH:9]=2)[C:4](=O)[CH2:3][CH2:2]1.C[Si]([C:16]#[N:17])(C)C.O=P(Cl)(Cl)Cl.Cl>C1C=CC=CC=1.[I-].[Zn+2].[I-].ClCCl.N1C=CC=CC=1>[C:16]([C:4]1[C:5]2[CH:6]=[CH:7][CH:8]=[CH:9][C:10]=2[S:1][CH2:2][CH:3]=1)#[N:17] |f:5.6.7|. Reported procedure: 80 mg of zinc iodide are added to 1.7 g 1-thiochroman-4-one in benzene followed by, dropwise, with stirring at room temperature, 2.4 g of trimethylsilylcyanide. After 8 hours reaction 2.8 ml of POCl3 and 16 ml of pyridine are added and the mixture refluxed for 8 hours. After cooling the mixture is poured onto ice/conc. HCl and, after addition of dichloromethane, separated. The organic phase is dried over MgSO4, concentrated by evaporation and purified by chromatography on kieselgel (eluant hexan... The reactants are C(C)(C)OC(C)C (diisopropyl ether), CN(C=O)C (N,N-dimethylformamide), NC=1C=C(C(=CC1F)F)N1C=C(C(C2=CC(=C(N=C12)Cl)F)=O)C(=O)O (1-(3-amino-4,6-difluorophenyl)-7-chloro-6-fluoro-4-oxo-1,4-dihydro-1,8-naphthyridine-3-carboxylic acid), OC1CNCC1 (3-hydroxypyrrolidine). Run in C(C)N(CC)CC (triethylamine). Run at temperature 70 celsius, time 30 minute. The product is C(C)(C)OC(C)C (diisopropyl ether), NC=1C=C(C(=CC1F)F)N1C=C(C(C2=CC(=C(N=C12)N1CC(CC1)O)F)=O)C(=O)O (1-(3-amino-4,6-difluorophenyl)-6-fluoro-1,4-dihydro-7-(3-hydroxypyrrolidin-1-yl)-4-oxo-1,8-naphthyridine-3-carboxylic acid). Reaction SMILES: CN(C)C=O.[NH2:6][C:7]1[CH:8]=[C:9]([N:15]2[C:24]3[C:19](=[CH:20][C:21]([F:26])=[C:22](Cl)[N:23]=3)[C:18](=[O:27])[C:17]([C:28]([OH:30])=[O:29])=[CH:16]2)[C:10]([F:14])=[CH:11][C:12]=1[F:13].[OH:31][CH:32]1[CH2:36][CH2:35][NH:34][CH2:33]1.[CH:37]([O:40][CH:41]([CH3:43])[CH3:42])([CH3:39])[CH3:38]>C(N(CC)CC)C>[CH:37]([O:40][CH:41]([CH3:43])[CH3:42])([CH3:39])[CH3:38].[NH2:6][C:7]1[CH:8]=[C:9]([N:15]2[C:24]3[C:19](=[CH:20][C:21]([F:26])=[C:22]([N:34]4[CH2:35][CH2:36][CH:32]([OH:31])[CH2:33]4)[N:23]=3)[C:18](=[O:27])[C:17]([C:28]([OH:30])=[O:29])=[CH:16]2)[C:10]([F:14])=[CH:11][C:12]=1[F:13]. Reported procedure: To 550 mg of N,N-dimethylformamide were added 150 mg of 1-(3-amino-4,6-difluorophenyl)-7-chloro-6-fluoro-4-oxo-1,4-dihydro-1,8-naphthyridine-3-carboxylic acid, 100 mg of 3-hydroxypyrrolidine, and 100 mg of triethylamine. The solution was stirred at 70° C. for 30 minutes. The reaction solution was combined with 8 ml of diisopropyl ether, stirred, and allowed to stand. The supernatant was removed by decantation. To the remainder was added 2 ml of ethanol. The precipitate was collected by filtratio...